This data is from the Open Reaction Database (ORD), a public repository of structured organic reaction records. The task is: describe an organic reaction: reactants, conditions, products, and yield Starting materials: C1CCOC1, C1CCOC1, C[Si](C)(C)[N-][Si](C)(C)C, CC1OC(=O)c2ccccc21, [Li+], O=C1Cc2ccccc2N1. The product is CC1OC(=C2C(=O)Nc3ccccc32)c2ccccc21. RXN SMILES: [CH2:21]1[O:22][CH2:23][CH2:24][CH2:25]1.[CH2:37]1[O:38][CH2:39][CH2:40][CH2:41]1.[CH3:12][Si:13]([N-:14][Si:15]([CH3:16])([CH3:17])[CH3:18])([CH3:19])[CH3:20].[CH3:26][CH:27]1[O:28][C:29](=[O:36])[c:30]2[c:31]1[cH:32][cH:33][cH:34][cH:35]2.[Li+:11].[NH:1]1[C:2](=[O:10])[CH2:3][c:4]2[cH:5][cH:6][cH:7][cH:8][c:9]21>>[NH:1]1[C:2](=[O:10])[C:3](=[C:29]2[O:28][CH:27]([CH3:26])[c:31]3[c:30]2[cH:35][cH:34][cH:33][cH:32]3)[c:4]2[cH:5][cH:6][cH:7][cH:8][c:9]21. The reactants are COC=1C=C(C=CC=O)C=C(C1O)OC (3,5-dimethoxy-4-hydroxycinnamaldehyde), C(#N)CC(=O)N (2-cyanoacetamide). Yields the product NC(=O)\C(\C#N)=C\C=C\C1=CC(=C(C(=C1)OC)O)OC ((E,E)-2- Aminocarbonyl-3-(3,5-dimethoxy-4-hydroxystyryl)acrylonitrile). As a reaction SMILES: [CH3:1][O:2][C:3]1[CH:4]=[C:5]([CH:10]=[C:11]([O:14][CH3:15])[C:12]=1[OH:13])[CH:6]=[CH:7][CH:8]=O.[C:16]([CH2:18][C:19]([NH2:21])=[O:20])#[N:17]>>[NH2:21][C:19](/[C:18](=[CH:8]/[CH:7]=[CH:6]/[C:5]1[CH:4]=[C:3]([O:2][CH3:1])[C:12]([OH:13])=[C:11]([O:14][CH3:15])[CH:10]=1)/[C:16]#[N:17])=[O:20]. Procedure details: The compound was prepared as described in Example 3 by adding 3,5-dimethoxy-4-hydroxycinnamaldehyde (0.1 g, 0.48 mmol) to 2-cyanoacetamide (0.04 g, 0.48 mmol). After refluxing for 3 h and recrystallization from ethanol an orange solid was obtained (0.083 g, 63%). The product gave the following analytical data: Reactants: C(C)(C)(C)OC([C@H](CNC(=O)C=1C=C2C=CC(=CN2C(C1)=O)CNC(=O)OC(C)(C)C)NS(=O)(=O)C1=CC=CC=C1)=O ((S)-2-Benzenesulfonylamino-3-{[7-(tert-butoxycarbonylamino-methyl)-4-oxo-4H-quinolizine-2-carbonyl]-amino}-propionic acid tert-butyl ester), FC(C(=O)O)(F)F (trifluoroacetic acid). Run in ClCCl (dichloromethane). Run at time 8 hour. The product is FC(C(=O)O)(F)F.NCC1=CN2C(C=C(C=C2C=C1)C(=O)NCC(C(=O)O)NS(=O)(=O)C1=CC=CC=C1)=O (3-[(7-Aminomethyl-4-oxo-4H-quinolizine-2-carbonyl)-amino]-2-benzenesulfonylamino-propionic Acid Trifluoroacetic Acid Salt). The yield is 62.0%. Reaction SMILES: C([O:5][C:6](=[O:42])[C@@H:7]([NH:32][S:33]([C:36]1[CH:41]=[CH:40][CH:39]=[CH:38][CH:37]=1)(=[O:35])=[O:34])[CH2:8][NH:9][C:10]([C:12]1[CH:13]=[C:14]2[N:19]([C:20](=[O:22])[CH:21]=1)[CH:18]=[C:17]([CH2:23][NH:24]C(OC(C)(C)C)=O)[CH:16]=[CH:15]2)=[O:11])(C)(C)C.[F:43][C:44]([F:49])([F:48])[C:45]([OH:47])=[O:46]>ClCCl>[F:43][C:44]([F:49])([F:48])[C:45]([OH:47])=[O:46].[NH2:24][CH2:23][C:17]1[CH:16]=[CH:15][C:14]2[N:19]([C:20](=[O:22])[CH:21]=[C:12]([C:10]([NH:9][CH2:8][CH:7]([NH:32][S:33]([C:36]3[CH:37]=[CH:38][CH:39]=[CH:40][CH:41]=3)(=[O:34])=[O:35])[C:6]([OH:42])=[O:5])=[O:11])[CH:13]=2)[CH:18]=1 |f:3.4|. Procedure: To a solution of (S)-2-Benzenesulfonylamino-3-{[7-(tert-butoxycarbonylamino-methyl)-4-oxo-4H-quinolizine-2-carbonyl]-amino}-propionic acid tert-butyl ester (21.2 mg, 0.035 mmol) in dichloromethane (2 mL) was added trifluoroacetic acid (2 mL). The mixture was stirred overnight, evaporated to dryness and triturated in ether (3×) and dichloromethane (1×). The solid was dried and characterized to yield 62% (10 mg, 0.022 mmol) of the title compound which was characterized by 1HNMR (400 MHz, CD3OD) δ:... The reactants are C1(CCCC1)N1C(C(=CC2=C1N=C(N=C2)SC)F)=O (8-Cyclopentyl-6-fluoro-2-methylsulfanyl-8H-pyrido[2,3-d]pyrimidin-7-one), C1(=CC=CC=C1)S(=O)(=O)N1OC1C1=CC=CC=C1 (2-benzenesulfonyl-3-phenyl-oxaziridine). Run in ClCCl (dichloromethane). Reaction conditions: time 18 hour. Yields the product C1(CCCC1)N1C(C(=CC2=C1N=C(N=C2)S(=O)C)F)=O (8-cyclopentyl-6-fluoro-2-methanesulfinyl-8H-pyrido[2,3-d]pyrimidin-7-one). Yield: 79.3%. Reaction SMILES: [CH:1]1([N:6]2[C:11]3[N:12]=[C:13]([S:16][CH3:17])[N:14]=[CH:15][C:10]=3[CH:9]=[C:8]([F:18])[C:7]2=[O:19])[CH2:5][CH2:4][CH2:3][CH2:2]1.C1(S(N2C(C3C=CC=CC=3)O2)(=O)=[O:27])C=CC=CC=1>ClCCl>[CH:1]1([N:6]2[C:11]3[N:12]=[C:13]([S:16]([CH3:17])=[O:27])[N:14]=[CH:15][C:10]=3[CH:9]=[C:8]([F:18])[C:7]2=[O:19])[CH2:2][CH2:3][CH2:4][CH2:5]1. Reported procedure: 8-Cyclopentyl-6-fluoro-2-methylsulfanyl-8H-pyrido[2,3-d]pyrimidin-7-one (10.5 g, 37.9 mmol) and 2-benzenesulfonyl-3-phenyl-oxaziridine (11.8 g, 45.4 mmol) were combined in dichloromethane (120 ml) and stirred at room temperature for 18 hours. The mixture was evaporated to an oil, crystallized from ethyl acetate/diethyl ether, filtered and dried in vacuo to provide 8-cyclopentyl-6-fluoro-2-methanesulfinyl-8H-pyrido[2,3-d]pyrimidin-7-one as a white solid (8.88 g, 79.6%). 1H NMR δ (400 MHz, CDCl3) ... Reactants: IC=1C=NN(C1)C1OCCCC1 (4-iodo-1-(tetrahydro-2H-pyran-2-yl)-1H-pyrazole), FC1(CCC(CC1)=O)F (4,4-difluorocyclohexanone), CN(CCN(C)C)C (N,N,N′,N′-tetramethylethylenediamine), C(C)(C)(C)[Li] (t-butyl lithium). The solvent is C1CCOC1 (THF). The product is FC1(CCC(CC1)(O)C=1C=NN(C1)C1OCCCC1)F (4,4-Difluoro-1-[1-(tetrahydro-2H-pyran-2-yl)-1H-pyrazol-4-yl]cyclohexanol). Yield: 10.7%. Reaction SMILES: I[C:2]1[CH:3]=[N:4][N:5]([CH:7]2[CH2:12][CH2:11][CH2:10][CH2:9][O:8]2)[CH:6]=1.CN(C)CCN(C)C.C([Li])(C)(C)C.[F:26][C:27]1([F:34])[CH2:32][CH2:31][C:30](=[O:33])[CH2:29][CH2:28]1>C1COCC1>[F:26][C:27]1([F:34])[CH2:32][CH2:31][C:30]([C:2]2[CH:3]=[N:4][N:5]([CH:7]3[CH2:12][CH2:11][CH2:10][CH2:9][O:8]3)[CH:6]=2)([OH:33])[CH2:29][CH2:28]1. Procedure: The reaction and aftertreatment were conducted in the same manner as in Example 4a by using 4-iodo-1-(tetrahydro-2H-pyran-2-yl)-1H-pyrazole (J. Org. Chem., 2007, 72 (9), 3589-3591; 10.0 g, 35.9 mmol), N,N,N′,N′-tetramethylethylenediamine (5.38 mL, 35.9 mmol), t-butyl lithium (1.60 M solution in pentane; 26.2 mL, 43.2 mmol), 4,4-difluorocyclohexanone (4.82 g, 35.9 mmol) and THF (100 mL), to yield the title compound (1.10 g, 11%) as a colorless oil. Reaction conditions: time 7 hour. As a reaction SMILES: [Cl:1][C:2]1[CH:3]=[CH:4][C:5]([F:31])=[C:6]([C:8]2[O:12][N:11](CC3C=CC(OC)=CC=3OC)[C:10]([CH3:30])([C:24]3[CH:29]=[CH:28][CH:27]=[CH:26][CH:25]=3)[CH:9]=2)[CH:7]=1.FC(F)(F)C(O)=O.C([O-])([O-])=O.[Na+].[Na+]>C(Cl)Cl>[Cl:1][C:2]1[CH:3]=[CH:4][C:5]([F:31])=[C:6]([C:8]2[O:12][NH:11][C:10]([CH3:30])([C:24]3[CH:29]=[CH:28][CH:27]=[CH:26][CH:25]=3)[CH:9]=2)[CH:7]=1 |f:2.3.4|. The product is ClC=1C=CC(=C(C1)C1=CC(NO1)(C1=CC=CC=C1)C)F (5-(5-chloro-2-fluorophenyl)-3-methyl-3-phenyl-2,3-dihydroisoxazole). The solvent is C(Cl)Cl (CH2Cl2). Reported procedure: To a solution of 5-(5-chloro-2-fluorophenyl)-2-(2,4-dimethoxybenzyl)-3-methyl-3-phenyl-2,3-dihydroisoxazole (2-3, 0.88 g, 1.99 mmol) in anhydrous CH2Cl2 (5 mL) was added trifluoroacetic acid (5 mL) and the resulting purple colored reaction sat for 7 h. 2M Na2CO3 was added until the color changed from purple to peach, and the reaction was immediately extracted with CH2Cl2, dried with MgSO4, filtered and concentrated to provide crude 5-(5-chloro-2-fluorophenyl)-3-methyl-3-phenyl-2,3-dihydroisoxazo... The reactants are ClC=1C=CC(=C(C1)C1=CC(N(O1)CC1=C(C=C(C=C1)OC)OC)(C1=CC=CC=C1)C)F (5-(5-chloro-2-fluorophenyl)-2-(2,4-dimethoxybenzyl)-3-methyl-3-phenyl-2,3-dihydroisoxazole), FC(C(=O)O)(F)F (trifluoroacetic acid), C(=O)([O-])[O-].[Na+].[Na+] (Na2CO3).